From a dataset of the Open Reaction Database (ORD), a public repository of structured organic reaction records. describe an organic reaction: reactants, conditions, products, and yield The reactants are N1=CC=C(C=C1)NC(C(NC(=O)[C@@H]1CC[C@H](CC1)CNC(=O)OC(C)(C)C)CC1=CC(=CC=C1)OC1=CC=CC=C1)=O (N-[trans-4-(t-butoxycarbonyl)aminomethylcyclohexylcarbonyl]-3-phenoxy-DL-phenylalanine 4-pyridylamide), Cl.O1CCOCC1 (hydrogen chloride 1,4-dioxane). The solvent is O1CCOCC1 (1,4-dioxane). Conditions: time 1 hour. Yields the product Cl.Cl.N1=CC=C(C=C1)NC(C(NC(=O)[C@@H]1CC[C@H](CC1)CN)CC1=CC(=CC=C1)OC1=CC=CC=C1)=O (N-(trans-4-aminomethylcyclohexylcarbonyl)-3-phenoxy-DL-phenylalanine 4-pyridylamide dihydrochloride). RXN SMILES: [N:1]1[CH:6]=[CH:5][C:4]([NH:7][C:8](=[O:42])[CH:9]([CH2:28][C:29]2[CH:34]=[CH:33][CH:32]=[C:31]([O:35][C:36]3[CH:41]=[CH:40][CH:39]=[CH:38][CH:37]=3)[CH:30]=2)[NH:10][C:11]([C@H:13]2[CH2:18][CH2:17][C@H:16]([CH2:19][NH:20]C(OC(C)(C)C)=O)[CH2:15][CH2:14]2)=[O:12])=[CH:3][CH:2]=1.[ClH:43].O1CCOCC1>O1CCOCC1>[ClH:43].[ClH:43].[N:1]1[CH:6]=[CH:5][C:4]([NH:7][C:8](=[O:42])[CH:9]([CH2:28][C:29]2[CH:34]=[CH:33][CH:32]=[C:31]([O:35][C:36]3[CH:41]=[CH:40][CH:39]=[CH:38][CH:37]=3)[CH:30]=2)[NH:10][C:11]([C@H:13]2[CH2:18][CH2:17][C@H:16]([CH2:19][NH2:20])[CH2:15][CH2:14]2)=[O:12])=[CH:3][CH:2]=1 |f:1.2,4.5.6|. Procedure: The compound (III) (1.60 g) was dissolved in dry 1,4-dioxane (5 ml) and a 4N-hydrogen chloride/1,4-dioxane solution (30 ml) was added, followed by stirring at room temperature. After one hour, the precipitated crystalline substance was recovered by filtration, followed by washing with diethylether, and after drying in vacuo, the desired N-(trans-4-aminomethylcyclohexylcarbonyl)-3-phenoxy-DL-phenylalanine 4-pyridylamide dihydrochloride (1.57 g), which was confirmed by NMR spectrum analysis, was o... As a reaction SMILES: [O:1]=[CH:2][C@@H:3]([C@H:5]([C@@H:7]([C@@H:9]([CH2:11][OH:12])[OH:10])[OH:8])[OH:6])[OH:4].[C:13](Cl)(=[O:18])[C:14]([CH3:17])([CH3:16])[CH3:15]>N1C=CC=CC=1.CN(C1C=CN=CC=1)C>[C:13]([O:1][C@@H:2]1[O:10][C@H:9]([CH2:11][O:12][C:13](=[O:18])[C:14]([CH3:17])([CH3:16])[CH3:15])[C@@H:7]([O:8][C:13](=[O:18])[C:14]([CH3:17])([CH3:16])[CH3:15])[C@H:5]([O:6][C:13](=[O:18])[C:14]([CH3:17])([CH3:16])[CH3:15])[C@H:3]1[O:4][C:13](=[O:18])[C:14]([CH3:17])([CH3:16])[CH3:15])(=[O:18])[C:14]([CH3:17])([CH3:16])[CH3:15]. Yield: 89.5%. Run at temperature 100 celsius. Reagents/catalysts: CN(C)C=1C=CN=CC1 (DMAP). Reactants: O=C[C@H](O)[C@@H](O)[C@H](O)[C@H](O)CO (D-glucose), C(C(C)(C)C)(=O)Cl (pivaloyl chloride). Procedure: To a solution of D-glucose 42 (500 mg, 2.77 mmol) in 25 mL of pyridine is added pivaloyl chloride (3.42 mL, 3.34 g, 27.75 mmol) followed by DMAP (34 mg, 0.27 mmol). The reaction mixture is heated at 100° C. for 12 h, cooled to room temperature and quenched with 2 mL methanol. The reaction mixture is concentrated and the resulting residue is taken up in 25 mL CH2Cl2, washed with 1N HCl (3×25 mL), saturated NaCl (25 mL), dried over Na2SO4, filtered, concentrated and purified by flash chromatograph... Solvent: N1=CC=CC=C1 (pyridine). Yields the product C(C(C)(C)C)(=O)O[C@H]1[C@H](OC(C(C)(C)C)=O)[C@@H](OC(C(C)(C)C)=O)[C@H](OC(C(C)(C)C)=O)[C@H](O1)COC(C(C)(C)C)=O (1,2,3,4,6-penta-O-pivaloyl-β-D-glucopyranose). Run at time 4 hour. Reaction SMILES: [CH:1]1([CH2:6][C@@H:7]([C:12]([N:14]2[CH:18]([C:19]([NH:21][C:22]3[CH:27]=[CH:26][C:25]([F:28])=[CH:24][N:23]=3)=[O:20])[CH2:17][CH:16]=[N:15]2)=[O:13])[CH2:8][C:9]([OH:11])=O)[CH2:5][CH2:4][CH2:3][CH2:2]1.CN1CCOCC1.Cl.[C:37]1([CH2:43][O:44][NH2:45])[CH:42]=[CH:41][CH:40]=[CH:39][CH:38]=1.C(Cl)CCl.N1C2C(=NC=CC=2)N(O)N=1>ClCCl>[CH:1]1([CH2:6][C@H:7]([CH2:8][C:9](=[O:11])[NH:45][O:44][CH2:43][C:37]2[CH:42]=[CH:41][CH:40]=[CH:39][CH:38]=2)[C:12]([N:14]2[C@H:18]([C:19]([NH:21][C:22]3[CH:27]=[CH:26][C:25]([F:28])=[CH:24][N:23]=3)=[O:20])[CH2:17][CH:16]=[N:15]2)=[O:13])[CH2:5][CH2:4][CH2:3][CH2:2]1 |f:2.3|. Procedure details: To a solution of (3R)-3-(cyclopentylmethyl)-4-(5-{[(5-fluoro-2-pyridinyl)amino]carbonyl}-4,5-dihydro-1H-pyrazol-1-yl)-4-oxobutanoic acid (283 mg, 0.72 mmol) in dichloromethane (DCM) (10 mL) was added N-methylmorpholine (0.20 mL, 1.88 mmol), O-(phenylmethyl)hydroxylamine hydrochloride (173 mg, 1.08 mmol), EDC (167 mg, 0.87 mmol) and 3H-[1,2,3]triazolo[4,5-b]pyridin-3-ol (99 mg, 0.72 mmol) at 0° C. The reaction mixture was allowed to warm to room temperature and was stirred for 4 hours. The reacti... Reactants: C1(CCCC1)C[C@H](CC(=O)O)C(=O)N1N=CCC1C(=O)NC1=NC=C(C=C1)F ((3R)-3-(cyclopentylmethyl)-4-(5-{[(5-fluoro-2-pyridinyl)amino]carbonyl}-4,5-dihydro-1H-pyrazol-1-yl)-4-oxobutanoic acid), CN1CCOCC1 (N-methylmorpholine), Cl.C1(=CC=CC=C1)CON (O-(phenylmethyl)hydroxylamine hydrochloride), C(CCl)Cl (EDC), N1=NN(C2=NC=CC=C21)O (3H-[1,2,3]triazolo[4,5-b]pyridin-3-ol). Solvent: ClCCl (dichloromethane). Isolated yield 39.2%. Product: C1(CCCC1)C[C@@H](C(=O)N1N=CC[C@H]1C(=O)NC1=NC=C(C=C1)F)CC(NOCC1=CC=CC=C1)=O ((5S)-1-((2R)-2-(cyclopentylmethyl)-4-oxo-4-{[(phenylmethyl)oxy]amino}butanoyl)-N-(5-fluoro-2-pyridinyl)-4,5-dihydro-1H-pyrazole-5-carboxamide). Starting materials: BrC1=CC=C(C=C1)[C@H]1[C@@H](CCC(C1)=O)C(=O)[O-].C1(CCCCC1)[NH2+]C1CCCCC1 (N-cyclohexylcyclohexanaminium (1R,2R)-2-(4-bromophenyl)-4-oxocyclohexane-carboxylate), OS(=O)(=O)[O-].[Na+] (NaHSO4). The solvent is CCOC(=O)C (EtOAc). Run at time 12 hour. Product: BrC1=CC=C(C=C1)[C@H]1[C@@H](CCC(C1)=O)C(=O)O ((1R,2R)-2-(4-Bromophenyl)-4-oxocyclohexanecarboxylic acid). As a reaction SMILES: [Br:1][C:2]1[CH:7]=[CH:6][C:5]([C@@H:8]2[CH2:13][C:12](=[O:14])[CH2:11][CH2:10][C@H:9]2[C:15]([O-:17])=[O:16])=[CH:4][CH:3]=1.C1([NH2+]C2CCCCC2)CCCCC1.OS([O-])(=O)=O.[Na+]>CCOC(C)=O>[Br:1][C:2]1[CH:3]=[CH:4][C:5]([C@@H:8]2[CH2:13][C:12](=[O:14])[CH2:11][CH2:10][C@H:9]2[C:15]([OH:17])=[O:16])=[CH:6][CH:7]=1 |f:0.1,2.3|. Procedure details: A suspension of the product from step C (5 g, 10.46 mmol) in EtOAc (100 mL) was treated with 1M aq NaHSO4 (100 mL) at rt. The biphasic mixture was stirred for 12 h at rt and then separated. The organic layer was washed with water and brine, dried (Na2SO4), filtered and concentrated to afford the title compound. HPLC/MS: 297.0/299.0 (M+1); Rt=2.55 min. Starting materials: NC1=CC(=NC2=CC=CC=C12)C (4-amino-2-methylquinoline), C(C=C)Br (allyl bromide), [N+](=O)([O-])C1=CC=CC=C1 (nitrobenzene). Reaction conditions: time 3.5 hour. Product: C(C=C)N1C(=CC(C2=CC=CC=C12)=O)C (1-allyl-2-methyl-4-quinolone). Reaction SMILES: N[C:2]1[C:11]2[C:6](=[CH:7][CH:8]=[CH:9][CH:10]=2)[N:5]=[C:4]([CH3:12])[CH:3]=1.[CH2:13](Br)[CH:14]=[CH2:15].[N+](C1C=CC=CC=1)([O-])=[O:18]>>[CH2:13]([N:5]1[C:6]2[C:11](=[CH:10][CH:9]=[CH:8][CH:7]=2)[C:2](=[O:18])[CH:3]=[C:4]1[CH3:12])[CH:14]=[CH2:15]. Procedure: The starting material was prepared as follows. A solution of 4-amino-2-methylquinoline (5.0 g.) and allyl bromide (3.32 ml.) in nitrobenzene (13.7 ml.) was stirred at 100° for 1 hour. The reaction mixture was cooled to below 5° and the resulting precipitate filtered off, washed with ether and dried. A suspension of this material in N aqueous NaOH (75 ml.) was stirred at 100° for 3.5 hours. The cooled mixture was extracted with EtOAc (2×75 ml.) and the combined extracts washed, dried and evaporat...